Dataset: the Open Reaction Database (ORD), a public repository of structured organic reaction records. Task: describe an organic reaction: reactants, conditions, products, and yield The reactants are CCCN(CCCCNC(=O)OC(C)(C)C)CC(=O)OCC, CCO, Cl, C1COCCO1. Product: CCCN(CCCCN)CC(=O)OCC. Reaction SMILES: [CH2:1]([CH3:2])[O:3][C:4]([CH2:5][N:6]([CH2:7][CH2:8][CH3:9])[CH2:10][CH2:11][CH2:12][CH2:13][NH:14][C:15]([O:16][C:17]([CH3:18])([CH3:19])[CH3:20])=[O:21])=[O:22].[CH3:30][CH2:31][OH:32].[ClH:29].[O:23]1[CH2:24][CH2:25][O:26][CH2:27][CH2:28]1>>[CH2:1]([CH3:2])[O:3][C:4]([CH2:5][N:6]([CH2:7][CH2:8][CH3:9])[CH2:10][CH2:11][CH2:12][CH2:13][NH2:14])=[O:22]. The product is O=C1CCc2ccc(OCCCCCl)cc21. As a reaction SMILES: [Br-:24].[C:12](=[O:13])([O-:14])[O-:15].[CH2:25]([N+:26]([CH2:27][CH2:28][CH2:29][CH3:30])([CH2:31][CH2:32][CH2:33][CH3:34])[CH2:35][CH2:36][CH2:37][CH3:38])[CH2:39][CH2:40][CH3:41].[Cl:18][CH2:19][CH2:20][CH2:21][CH2:22][Cl:23].[K+:16].[K+:17].[OH:1][c:2]1[cH:3][cH:4][c:5]2[c:9]([cH:10]1)[C:8](=[O:11])[CH2:7][CH2:6]2>>[O:1]([c:2]1[cH:3][cH:4][c:5]2[c:9]([cH:10]1)[C:8](=[O:11])[CH2:7][CH2:6]2)[CH2:22][CH2:21][CH2:20][CH2:19][Cl:18]. Starting materials: [Br-], O=C([O-])[O-], CCCC[N+](CCCC)(CCCC)CCCC, ClCCCCCl, [K+], [K+], O=C1CCc2ccc(O)cc21.